Dataset: the Open Reaction Database (ORD), a public repository of structured organic reaction records. Task: describe an organic reaction: reactants, conditions, products, and yield The solvent is O1CCCC1 (tetrahydrofuran), O1CCCC1 (tetrahydrofuran). Reaction SMILES: [S:1]1[CH:5]=[CH:4][CH:3]=[CH:2]1.C([Li])CCC.[F:11][C:12]([F:20])([F:19])[CH2:13][CH2:14][CH2:15][CH2:16][CH2:17]Br>O1CCCC1>[F:11][C:12]([F:20])([F:19])[CH2:13][CH2:14][CH2:15][CH2:16][CH2:17][C:2]1[S:1][CH:5]=[CH:4][CH:3]=1. Reaction conditions: temperature -15 celsius, time 2 hour. Reactants: S1C=CC=C1 (thiophene), C(CCC)[Li] (n-butyllithium), FC(CCCCCBr)(F)F (6,6,6-trifluorohexylbromide). Procedure: To a solution of thiophene (4.2 g) in dry tetrahydrofuran (25 ml) at -15° C. under nitrogen, was added n-butyllithium (20 ml, 2.5M) dropwise and the solution stirred at -15° C. for 2 hours. The solution was then cooled to -78° C. and 6,6,6-trifluorohexylbromide (10.95 g) in dry tetrahydrofuran (20 ml) was added and solution stirred at -78° C. for 1 hour, allowed to warm to room temperature and stirred overnight. The reaction mixture was poured onto ice, extracted with ether (2×75 ml), dried over... Product: FC(CCCCCC=1SC=CC1)(F)F (2-(6,6,6-Trifluorohexyl)thiophene).